From a dataset of the Open Reaction Database (ORD), a public repository of structured organic reaction records. describe an organic reaction: reactants, conditions, products, and yield The reactants are [Li]CCCC (n-BuLi), Cl (hydrochloric acid), FC1=C(C=CC(=C1F)OCCC)C1=CC=C(C=C1)C=1[Se]C=CC1 (2-(2′,3′-difluoro-4′-propoxybiphenyl-4-yl)selenophene), C(=O)N1CCOCC1 (N-formylmorpholine). Solvent: C1CCOC1 (THF), O (water), C1CCOC1 (THF). Conditions: temperature 5 celsius, time 30 minute. Yields the product FC1=C(C=CC(=C1F)OCCC)C1=CC=C(C=C1)C1=CC=C([Se]1)C=O (5-(2′,3′-difluoro-4′-propoxybiphenyl-4-yl)selenophene-2-carbaldehyde). As a reaction SMILES: [Li]CCCC.[F:6][C:7]1[C:12]([F:13])=[C:11]([O:14][CH2:15][CH2:16][CH3:17])[CH:10]=[CH:9][C:8]=1[C:18]1[CH:23]=[CH:22][C:21]([C:24]2[Se:25][CH:26]=[CH:27][CH:28]=2)=[CH:20][CH:19]=1.[CH:29](N1CCOCC1)=[O:30].Cl>C1COCC1.O>[F:6][C:7]1[C:12]([F:13])=[C:11]([O:14][CH2:15][CH2:16][CH3:17])[CH:10]=[CH:9][C:8]=1[C:18]1[CH:23]=[CH:22][C:21]([C:24]2[Se:25][C:26]([CH:29]=[O:30])=[CH:27][CH:28]=2)=[CH:20][CH:19]=1. Reported procedure: 5.5 ml (32.3 mmol) of TMP are initially introduced at −20° C. in 50 ml of THF, and 20.0 ml (31.8 mmol, 15% soln. in hexane) of n-BuLi are metered in. The mixture is warmed to 5° C., and a solution of 10.0 g (26.5 mmol) of 2-(2′,3′-difluoro-4′-propoxybiphenyl-4-yl)selenophene in 100 ml of THF is metered in. The batch is warmed to RT and stirred for 30 min. The mixture is cooled to −70° C., and 3.5 ml (35.0 mmol) of N-formylmorpholine are added. The reaction mixture is warmed to RT and stirred for... The reactants are CO.C(Cl)(Cl)Cl (Methanol CHCl3), ClC=1C=NC=C(C1C[C@H](O)C1=CC(=C(C=C1)OC)OC)Cl ((S)-2-(3,5-dichloropyridin-4-yl)-1-(3,4-dimethoxyphenyl)ethanol), C(C)(C)O (isopropanol), CCCCCC (hexane). The solvent is C(C)(=O)OCC (ethyl acetate). Conditions: time 5 hour. The product is ClC=1C=[N+](C=C(C1C[C@H](O)C1=CC(=C(C=C1)OC)OC)Cl)[O-] ((S)-3,5-dichloro-4-(2-(3,4-dimethoxyphenyl)-2-hydroxyethyl)pyridine 1-oxide). The yield is 41.0%. Reaction SMILES: [Cl:1][C:2]1[CH:3]=[N:4][CH:5]=[C:6]([Cl:21])[C:7]=1[CH2:8][C@@H:9]([C:11]1[CH:16]=[CH:15][C:14]([O:17][CH3:18])=[C:13]([O:19][CH3:20])[CH:12]=1)[OH:10].CCCCCC.C([OH:31])(C)C.CO.C(Cl)(Cl)Cl>C(OCC)(=O)C>[Cl:21][C:6]1[CH:5]=[N+:4]([O-:31])[CH:3]=[C:2]([Cl:1])[C:7]=1[CH2:8][C@@H:9]([C:11]1[CH:16]=[CH:15][C:14]([O:17][CH3:18])=[C:13]([O:19][CH3:20])[CH:12]=1)[OH:10] |f:3.4|. Procedure: (S)-2-(3,5-dichloropyridin-4-yl)-1-(3,4-dimethoxyphenyl)ethanol (4 g, 12 mmol) was dissolved in ethyl acetate, and m-CPB acid was added to the solution. The mixture was stirred at RT for 5 hours. The formed solid was collected by filtration, washed with ethyl acetate and dried under vacuum to give 1.72 g of (−) (41% yield). Chiral HPLC analysis Rt=22.16 min; eluent:hexane:isopropanol=6:4; [α]D20=+68.91 (c=0.253, Methanol/CHCl3 1:1); 1H NMR (400 MHz, CHLOROFORM-d) δ ppm 8.15 (s, 2H), 6.99 (m, 1H)... Reactants: C(C1=CC=CC=C1)OC1=C(C=O)C=CC=C1 (2-(benzyloxy)benzaldehyde). Solvent: C(C)O (Ethanol), [BH4-].[Na+] (NaBH4). Reaction conditions: time 30 minute. Yields the product C(C1=CC=CC=C1)OC1=C(CO)C=CC=C1 (2-(benzyloxy)benzyl alcohol). As a reaction SMILES: [CH2:1]([O:8][C:9]1[CH:16]=[CH:15][CH:14]=[CH:13][C:10]=1[CH:11]=[O:12])[C:2]1[CH:7]=[CH:6][CH:5]=[CH:4][CH:3]=1>C(O)C.[BH4-].[Na+]>[CH2:1]([O:8][C:9]1[CH:16]=[CH:15][CH:14]=[CH:13][C:10]=1[CH2:11][OH:12])[C:2]1[CH:3]=[CH:4][CH:5]=[CH:6][CH:7]=1 |f:2.3|. Reported procedure: To a stirring solution of 2-(benzyloxy)benzaldehyde (10 g, 47 mmol) in 100 mL of Ethanol, NaBH4 was added as a solid in small portions. The reaction temperature was controlled with a room temperature water bath. After stirring for 30 minutes, the reaction was quenched by slow addition of 3N HCl. This solution was extracted with EtOAc and the organic portion washed with water, Sat. Na2CO3 and brine. The solution was dried (Na2SO4), filtered, and concentrated in vacuo to provide the benzy alcohol ... Reactants: CCOC(C)=O, COc1ccccc1C(C)C(=O)N1C(=O)OC(c2ccccc2)C1C, [Li+], C1CCOC1, [OH-], O. The product is COc1ccccc1C(C)C(=O)O. Reaction SMILES: [CH3:28][CH2:29][O:30][C:31](=[O:32])[CH3:33].[CH3:3][CH:4]1[CH:5]([c:6]2[cH:7][cH:8][cH:9][cH:10][cH:11]2)[O:12][C:13](=[O:14])[N:15]1[C:16]([CH:17]([CH3:18])[c:19]1[c:20]([O:25][CH3:26])[cH:21][cH:22][cH:23][cH:24]1)=[O:27].[Li+:1].[O:34]1[CH2:35][CH2:36][CH2:37][CH2:38]1.[OH-:2].[OH2:39]>>[C:16]([CH:17]([CH3:18])[c:19]1[c:20]([O:25][CH3:26])[cH:21][cH:22][cH:23][cH:24]1)([OH:27])=[O:30]. Reactants: CSC=1C=2C(N=CN1)=CSC2 (4-methylthiothieno[3,4-d]pyrimidine), NC1CC2=CC=CC=C2C1 (2-aminoindan). Solvent: C(C)O (ethanol). The product is C1C(CC2=CC=CC=C12)NC=1C=2C(N=CN1)=CSC2 (4-(2-Indanylamino)thieno[3,4-d]pyrimidine). The yield is 22.0%. As a reaction SMILES: CS[C:3]1[C:4]2[C:5](=[CH:9][S:10][CH:11]=2)[N:6]=[CH:7][N:8]=1.[NH2:12][CH:13]1[CH2:21][C:20]2[C:15](=[CH:16][CH:17]=[CH:18][CH:19]=2)[CH2:14]1>C(O)C>[CH2:14]1[C:15]2[C:20](=[CH:19][CH:18]=[CH:17][CH:16]=2)[CH2:21][CH:13]1[NH:12][C:3]1[C:4]2[C:5](=[CH:9][S:10][CH:11]=2)[N:6]=[CH:7][N:8]=1. Procedure: 4-methylthiothieno[3,4-d]pyrimidine (90 mg, 0.50 mmol) (see J. Heterocyclic Chem., 30, 509 (1993)) and 2-aminoindan (200 mg, 1.5 mmol) in dry ethanol (4 ml) were heated to reflux under an argon atmosphere for 4 hours. The solvent was distilled off under reduced pressure and the residue obtained was purified by silica gel chromatography (ethyl acetate:methanol=20:1) to obtain the title compound (30 mg, 0.11 mmol) having the following physical properties: RXN SMILES: [CH3:1][O:2][c:3]1[cH:4][c:5]2[c:6]([O:15][c:16]3[cH:17][cH:18][c:19]([NH2:20])[cH:21][cH:22]3)[n:7][cH:8][n:9][c:10]2[cH:11][c:12]1[O:13][CH3:14].[CH3:23][CH2:24][OH:25].[CH3:38][c:39]1[cH:40][cH:41][cH:42][cH:43][cH:44]1.[Cl:26][c:27]1[cH:28][c:29]([C:33](=[O:34])[N:35]=[C:36]=[S:37])[cH:30][cH:31][cH:32]1>>[CH3:1][O:2][c:3]1[cH:4][c:5]2[c:6]([O:15][c:16]3[cH:17][cH:18][c:19]([NH:20][C:36]([NH:35][C:33]([c:29]4[cH:28][c:27]([Cl:26])[cH:32][cH:31][cH:30]4)=[O:34])=[S:37])[cH:21][cH:22]3)[n:7][cH:8][n:9][c:10]2[cH:11][c:12]1[O:13][CH3:14]. The reactants are COc1cc2ncnc(Oc3ccc(N)cc3)c2cc1OC, CCO, Cc1ccccc1, O=C(N=C=S)c1cccc(Cl)c1. Yields the product COc1cc2ncnc(Oc3ccc(NC(=S)NC(=O)c4cccc(Cl)c4)cc3)c2cc1OC. Reactants: CCOC(=O)C(C)c1ccc(B2OC(C)(C)C(C)(C)O2)cc1, Cc1noc(-c2ccc(Br)cc2)c1NC(=O)OC(C)c1ccccc1F. Product: CCOC(=O)C(C)c1ccc(-c2ccc(-c3onc(C)c3NC(=O)OC(C)c3ccccc3F)cc2)cc1. Reaction SMILES: [CH2:27]([CH3:28])[O:29][C:30]([CH:31]([CH3:32])[c:33]1[cH:34][cH:35][c:36]([B:39]2[O:40][C:41]([CH3:42])([CH3:43])[C:44]([CH3:45])([CH3:46])[O:47]2)[cH:37][cH:38]1)=[O:48].[F:1][c:2]1[c:3]([CH:8]([CH3:9])[O:10][C:11]([NH:12][c:13]2[c:14]([CH3:25])[n:15][o:16][c:17]2-[c:18]2[cH:19][cH:20][c:21]([Br:24])[cH:22][cH:23]2)=[O:26])[cH:4][cH:5][cH:6][cH:7]1>>[F:1][c:2]1[c:3]([CH:8]([CH3:9])[O:10][C:11]([NH:12][c:13]2[c:14]([CH3:25])[n:15][o:16][c:17]2-[c:18]2[cH:19][cH:20][c:21](-[c:36]3[cH:35][cH:34][c:33]([CH:31]([C:30]([O:29][CH2:27][CH3:28])=[O:48])[CH3:32])[cH:38][cH:37]3)[cH:22][cH:23]2)=[O:26])[cH:4][cH:5][cH:6][cH:7]1. Starting materials: C(C1=CC=CC=C1)N1C(C(CCC1)C(=O)OCC)CCCBr (ethyl 1-benzyl-(3-bromopropyl)piperidine-3-carboxylate), C1(=CC=CC=C1)C (toluene). Run in C(Cl)(Cl)Cl (CHCl3). Yields the product [Br-].C(C1=CC=CC=C1)[N+]12CCCC(CCC1)(C2)C(=O)OCC (1-benzyl-5-(ethoxycarbonyl)-1-azoniabicyclo[3.3.1]nonane bromide). Reaction SMILES: [CH2:1]([N:8]1[CH2:13][CH2:12][CH2:11][CH:10]([C:14]([O:16][CH2:17][CH3:18])=[O:15])[CH:9]1CCC[Br:22])[C:2]1[CH:7]=[CH:6][CH:5]=[CH:4][CH:3]=1.[C:23]1(C)[CH:28]=CC=C[CH:24]=1>C(Cl)(Cl)Cl>[Br-:22].[CH2:1]([N+:8]12[CH2:9][C:10]([C:14]([O:16][CH2:17][CH3:18])=[O:15])([CH2:11][CH2:12][CH2:13]1)[CH2:28][CH2:23][CH2:24]2)[C:2]1[CH:3]=[CH:4][CH:5]=[CH:6][CH:7]=1 |f:3.4|. Reported procedure: A mixture of ethyl 1-benzyl-(3-bromopropyl)piperidine-3-carboxylate (1.08 g), toluene (10 mL), and CHCl3 (2 mL) was heated under reflux for 2 hours. It was cooled to room temperature and then concentrated under reduced pressure. To the residue was added EtOAc, and the solid was collected by filtration to obtain 1-benzyl-5-(ethoxycarbonyl)-1-azoniabicyclo[3.3.1]nonane bromide (942 mg) as a colorless solid. Starting materials: C(C#CC)(=O)O (2-butynoic acid), ClC(=O)OCC(C)C (isobutyl chloroformate), CN1CCOCC1 (N-methyl morpholine), anhydride, NC=1C=C2C(=C(C=NC2=CC1OC)C#N)NC1=CC(=CC=C1)Br (6-amino-4-[(3-bromophenyl)amino]-7-methoxy-3-quinolinecarbonitrile). Run in O1CCCC1 (tetrahydrofuran), O1CCCC1 (tetrahydrofuran). Product: BrC=1C=C(C=CC1)NC1=C(C=NC2=CC(=C(C=C12)NC(C#CC)=O)OC)C#N (N-[4-[(3-bromophenyl)amino]-3-cyano-7-methoxy -6-quinolinyl]-2-butynamide). Yield: 53.3%. As a reaction SMILES: [C:1]([OH:6])(=O)[C:2]#[C:3][CH3:4].ClC(OCC(C)C)=O.CN1CCOCC1.[NH2:22][C:23]1[CH:24]=[C:25]2[C:30](=[CH:31][C:32]=1[O:33][CH3:34])[N:29]=[CH:28][C:27]([C:35]#[N:36])=[C:26]2[NH:37][C:38]1[CH:43]=[CH:42][CH:41]=[C:40]([Br:44])[CH:39]=1>O1CCCC1>[Br:44][C:40]1[CH:39]=[C:38]([NH:37][C:26]2[C:25]3[C:30](=[CH:31][C:32]([O:33][CH3:34])=[C:23]([NH:22][C:1](=[O:6])[C:2]#[C:3][CH3:4])[CH:24]=3)[N:29]=[CH:28][C:27]=2[C:35]#[N:36])[CH:43]=[CH:42][CH:41]=1. Procedure: To a solution of 1.44 g (17.14 mmol) of 2-butynoic acid and 2.26 g (16.5 mmol) of isobutyl chloroformate in 30 ml of tetrahydrofuran at 0° C., with stirring , was added 3. 1 g (3.4 mmol) of N-methyl morpholine. This solution of the mixed anhydride was added to a stirred solution of 1.13 g (3.06 mmol) of 6-amino-4-[(3-bromophenyl)amino]-7-methoxy-3-quinolinecarbonitrile in 30 ml tetrahydrofuran in three portions over a 24 hour period. The solvent was removed. The residue was stirred with dilute s...